This data is from the Open Reaction Database (ORD), a public repository of structured organic reaction records. The task is: describe an organic reaction: reactants, conditions, products, and yield Reactants: FC1=CC2=C(C=3N(CCO2)C(=C(N3)I)I)C=C1 (9-fluoro-2,3-diiodo-5,6-dihydrobenzo[f]imidazo[1,2-d][1,4]oxazepine), O1CCCC1 (tetrahydrofuran), C[Mg]Br (Methylmagnesium bromide). Run in [Cl-].[NH4+] (ammonium chloride), CCOCC (ether). Reaction conditions: temperature -78 celsius, time 4 hour. The product is FC1=CC2=C(C=3N(CCO2)C=C(N3)I)C=C1 (9-fluoro-2-iodo-5,6-dihydrobenzo[f]imidazo[1,2-d][1,4]oxazepine). The yield is 87.8%. RXN SMILES: [F:1][C:2]1[CH:17]=[CH:16][C:5]2[C:6]3[N:7]([C:11](I)=[C:12]([I:14])[N:13]=3)[CH2:8][CH2:9][O:10][C:4]=2[CH:3]=1.O1CCCC1.C[Mg]Br>CCOCC.[Cl-].[NH4+]>[F:1][C:2]1[CH:17]=[CH:16][C:5]2[C:6]3[N:7]([CH:11]=[C:12]([I:14])[N:13]=3)[CH2:8][CH2:9][O:10][C:4]=2[CH:3]=1 |f:4.5|. Procedure details: 9-fluoro-2,3-diiodo-5,6-dihydrobenzo[f]imidazo[1,2-d][1,4]oxazepine (1.24 g, 2.74 mmol) was dissolved in tetrahydrofuran (25 mL, 310 mmol) and cooled to −78° C. in a dry ice/acetone bath. Added 3.0 Methylmagnesium bromide in ether (1.37 mL and allowed the reaction to warm up to −40° C. and stir for 4 hours. Complete by LCMS. Diluted with 100 mL of saturated ammonium chloride and extracted with ethyl acetate. Dried over magnesium sulfate, concentrated in vacuo and purified by flash chromatography... Starting materials: Cl.CC1=C(C=CC=C1)NC1=NC2=CC=CC=C2C(=N1)N(C)C1=CC=C(C=C1)OC (2-(2-Methylphenylamino)-4-(N-methyl-4-methoxyphenylamino)quinazoline hydrochloride), B(Br)(Br)Br (boron tribromide). Solvent: ClCCl (dichloromethane). Run at time 3 hour. The product is Cl.CC1=C(C=CC=C1)NC1=NC2=CC=CC=C2C(=N1)N(C)C1=CC=C(C=C1)O (2-(2-methylphenylamino)-4-(n-methyl-4-hydroxyphenylamino)quinazoline hydrochloride). Yield: 23.7%. RXN SMILES: [ClH:1].[CH3:2][C:3]1[CH:8]=[CH:7][CH:6]=[CH:5][C:4]=1[NH:9][C:10]1[N:19]=[C:18]([N:20]([C:22]2[CH:27]=[CH:26][C:25]([O:28]C)=[CH:24][CH:23]=2)[CH3:21])[C:17]2[C:12](=[CH:13][CH:14]=[CH:15][CH:16]=2)[N:11]=1.B(Br)(Br)Br>ClCCl>[ClH:1].[CH3:2][C:3]1[CH:8]=[CH:7][CH:6]=[CH:5][C:4]=1[NH:9][C:10]1[N:19]=[C:18]([N:20]([C:22]2[CH:27]=[CH:26][C:25]([OH:28])=[CH:24][CH:23]=2)[CH3:21])[C:17]2[C:12](=[CH:13][CH:14]=[CH:15][CH:16]=2)[N:11]=1 |f:0.1,4.5|. Procedure details: 2-(2-Methylphenylamino)-4-(N-methyl-4-methoxyphenylamino)quinazoline hydrochloride (1.6 g, 0.0043 mol) was stirred in dry dichloromethane (50 ml) at 0°-5° under nitrogen. To this solution was added boron tribromide (2.0 ml, 0.0216 mol) dropwise at 0°-5° over 10 minutes. The mixture was stirred for 3 hours at 0°-5° and then allowed to reach room temperature over 16 hours. After pouring onto ice, basifying and neutralising the aqueous phase was extracted with dichloromethane, the organic extracts ... The reactants are CN(C)C=NC(C1=CC=C(C=C1)C(=O)N1C=C2N(CC3=C1C=CC=C3)C=CC2)=O (N-(dimethylaminomethylene)-4-(5H,1 H-pyrrolo[2,1-c][1,4]-benzodiazepine-10-carbonyl)-benzamide), C(C)(=O)O (acetic acid), NN (hydrazine). The solvent is ClCCl (dichloromethane). The product is C=1C=CN2C1CN(C1=C(C2)C=CC=C1)C(=O)C1=CC=C(C=C1)C=1NN=CN1 ((5H,11H-Pyrrolo[2,1-c][1,4]benzodiazepin-10-yl)-[4-(2H-[1,2,4]triazol-3-yl)-phenyl]-methanone). Isolated yield 42.4%. As a reaction SMILES: C[N:2]([CH:4]=[N:5][C:6](=O)[C:7]1[CH:12]=[CH:11][C:10]([C:13]([N:15]2[C:21]3[CH:22]=[CH:23][CH:24]=[CH:25][C:20]=3[CH2:19][N:18]3[CH:26]=[CH:27][CH2:28][C:17]3=[CH:16]2)=[O:14])=[CH:9][CH:8]=1)C.C(O)(=O)C.[NH2:34]N>ClCCl>[CH:28]1[CH:27]=[CH:26][N:18]2[CH2:19][C:20]3[CH:25]=[CH:24][CH:23]=[CH:22][C:21]=3[N:15]([C:13]([C:10]3[CH:11]=[CH:12][C:7]([C:6]4[NH:34][N:2]=[CH:4][N:5]=4)=[CH:8][CH:9]=3)=[O:14])[CH2:16][C:17]=12. Procedure details: A mixture of N-(dimethylaminomethylene)-4-(5H,1 H-pyrrolo[2,1-c][1,4]-benzodiazepine-10-carbonyl)-benzamide (1.0 g) from Example 46, glacial acetic acid (15 ml), and anhydrous hydrazine (0.16 g) was refluxed for 15 hours and the volatiles removed in vacuo. Saturated aqueous sodium bicarbonate solution was added and the resultant solid was recovered by filtration. The solid was refluxed for 4 hours and the volatiles removed in vacuo to give a solid. The solid was dissolved in dichloromethane and ... Reactants: O=C(O)c1cccc2ccccc12, O=S(Cl)Cl. Product: O=C(Cl)c1cccc2ccccc12. RXN SMILES: [OH:1][C:2](=[O:3])[c:4]1[cH:5][cH:6][cH:7][c:8]2[cH:9][cH:10][cH:11][cH:12][c:13]12.[S:14]([Cl:15])([Cl:16])=[O:17]>>[O:1]=[C:2]([c:4]1[cH:5][cH:6][cH:7][c:8]2[cH:9][cH:10][cH:11][cH:12][c:13]12)[Cl:16].